Dataset: the Open Reaction Database (ORD), a public repository of structured organic reaction records. Task: describe an organic reaction: reactants, conditions, products, and yield Reactants: ClCCl, C[N+]1([O-])CCOCC1, CCC[N+](CCC)(CCC)CCC, O=[Ru](=O)(=O)[O-], OCC1CCC2CN(c3ncc(F)cn3)CCN2C1. The product is O=CC1CCC2CN(c3ncc(F)cn3)CCN2C1. Reaction SMILES: [CH2:46]([Cl:47])[Cl:48].[CH3:20][N+:21]1([O-:22])[CH2:23][CH2:24][O:25][CH2:26][CH2:27]1.[CH3:33][CH2:34][CH2:35][N+:36]([CH2:37][CH2:38][CH3:39])([CH2:40][CH2:41][CH3:42])[CH2:43][CH2:44][CH3:45].[O-:28][Ru:29](=[O:30])(=[O:31])=[O:32].[OH:1][CH2:2][CH:3]1[CH2:4][CH2:5][CH:6]2[N:7]([CH2:8][CH2:9][N:10]([c:12]3[n:13][cH:14][c:15]([F:18])[cH:16][n:17]3)[CH2:11]2)[CH2:19]1>>[O:1]=[CH:2][CH:3]1[CH2:4][CH2:5][CH:6]2[N:7]([CH2:8][CH2:9][N:10]([c:12]3[n:13][cH:14][c:15]([F:18])[cH:16][n:17]3)[CH2:11]2)[CH2:19]1. RXN SMILES: [CH3:1][O:2][C:3]1[C:21]([N+:22]([O-])=O)=[CH:20][CH:19]=[C:18]([O:25][CH3:26])[C:4]=1[CH2:5][O:6][C:7]1[CH:8]=[CH:9][CH:10]=[C:11]2[C:16]=1[N:15]=[C:14]([CH3:17])[CH:13]=[CH:12]2.[Cl-].O.NN>CO>[NH2:22][C:21]1[C:3]([O:2][CH3:1])=[C:4]([C:18]([O:25][CH3:26])=[CH:19][CH:20]=1)[CH2:5][O:6][C:7]1[CH:8]=[CH:9][CH:10]=[C:11]2[C:16]=1[N:15]=[C:14]([CH3:17])[CH:13]=[CH:12]2 |f:2.3|. Solvent: CO (methanol), CO (methanol). The reactants are COC1=C(COC=2C=CC=C3C=CC(=NC23)C)C(=CC=C1[N+](=O)[O-])OC (8-[2,6-dimethoxy-3-nitrobenzyloxy]-2-methylquinoline), [Cl-] (chloride), Ferric chloride, O.NN (hydrazine monohydrate), O.NN (hydrazine monohydrate). Reported procedure: To a mixture of 8-[2,6-dimethoxy-3-nitrobenzyloxy]-2-methylquinoline (2.28 g), ferrric chloride (68 mg), carbon (68 mg) and methanol (34 ml) was added hydrazine monohydrate (1.25 ml) at 60° C., and the mixture was refluxed for 4 hours. Ferric chloride (68 mg), carbon (68 mg), hydrazine monohydrate (1.25 ml) and methanol (10 ml) was further added, and the mixture was refluxed overnight. Insoluble materials were filtered off, and the filtrate was concentrated. The residue was dissolved in chlorofo... The product is NC=1C(=C(COC=2C=CC=C3C=CC(=NC23)C)C(=CC1)OC)OC (8-[3-amino-2,6-dimethoxybenzyloxy]-2-methylquinoline). Yield: 63.7%. Starting materials: O.C1(=CC=CC=C1)C(=O)C=O (Phenylglyoxal monohydrate), CC=1C=CC=CC1C (o-xylene). The reagents and catalysts are [Ti](Cl)(Cl)(Cl)Cl (titanium tetrachloride). Solvent: ClC(C)Cl (dichloroethane). The product is CC=1C=C(C(C(C2=CC=CC=C2)=O)O)C=CC1C (3',4'-dimethylbenzoin), crystal. The yield is 54.0%. Reaction SMILES: O.[C:2]1([C:8]([CH:10]=[O:11])=[O:9])[CH:7]=[CH:6][CH:5]=[CH:4][CH:3]=1.[CH3:12][C:13]1[CH:14]=[CH:15][CH:16]=[CH:17][C:18]=1[CH3:19]>ClC(Cl)C.[Ti](Cl)(Cl)(Cl)Cl>[CH3:12][C:13]1[CH:14]=[C:15]([CH:16]=[CH:17][C:18]=1[CH3:19])[CH:10]([OH:11])[C:8](=[O:9])[C:2]1[CH:7]=[CH:6][CH:5]=[CH:4][CH:3]=1 |f:0.1|. Reported procedure: Phenylglyoxal monohydrate (304 mg, 2 mM) and o-xylene (0.49 ml, 4 mM) were dissolved in dichloroethane (4 ml), titanium tetrachloride (0.33 ml, 3 mM) was added, and reacted at room temperature for 20 minutes. Using the same procedure as in Example 1, 3',4'-dimethylbenzoin was obtained as crystal (258.7 mg, 54.0% yield). Starting materials: ClC1(C2=NCN([C@H]3[C@H](O)[C@H](O)[C@@H](CO)O3)C2=NC=N1)N (6-chloroadenosine), O.NN (hydrazine monohydrate). Run in CO (MeOH), CO (MeOH). Reaction conditions: temperature 50 celsius, time 1 hour. Product: N(N)NC=1C=2N=CN([C@H]3[C@H](O)[C@H](O)[C@@H](CO)O3)C2N=CN1 (N6-hydrazinoadenosine). As a reaction SMILES: Cl[C:2]1([NH2:20])[N:19]=[CH:18][N:17]=[C:16]2[C:3]1=[N:4][CH2:5][N:6]2[C@@H:7]1[O:15][C@H:12]([CH2:13][OH:14])[C@@H:10]([OH:11])[C@H:8]1[OH:9].O.[NH2:22][NH2:23]>CO>[NH:22]([NH:20][C:2]1[C:3]2[N:4]=[CH:5][N:6]([C:16]=2[N:17]=[CH:18][N:19]=1)[C@@H:7]1[O:15][C@H:12]([CH2:13][OH:14])[C@@H:10]([OH:11])[C@H:8]1[OH:9])[NH2:23] |f:1.2|. Procedure details: A mixture of 6-chloroadenosine (1 g, 3.5 mmol) and hydrazine monohydrate (5 mL) in MeOH (10 mL) was stirred at 50° C. for 1 hr. The reaction mixture was allowed to cool to room temperature and was then concentrated in vacuo to provide a crude residue which was suspended in MeOH and (10 mL) and stirred at room temperature. The solid product that separated out from the suspension was filtered, washed with MeOH and dried in vacuo to provide N6-hydrazinoadenosine (970 mg) which was used without furt... The reactants are O=C([O-])[O-], CS(C)=O, CCOC(C)=O, CC(C)C(NC(=O)CCl)C(=O)N1CCC(O)(c2ccc(Cl)cc2)C(C)(C)C1, [K+], [K+], COC(=O)c1ccccc1O. Yields the product COC(=O)c1ccccc1OCC(=O)NC(C(=O)N1CCC(O)(c2ccc(Cl)cc2)C(C)(C)C1)C(C)C. RXN SMILES: [C:28](=[O:29])([O-:30])[O-:31].[CH3:45][S:46]([CH3:47])=[O:48].[CH3:49][CH2:50][O:51][C:52]([CH3:53])=[O:54].[Cl:1][CH2:2][C:3](=[O:4])[NH:5][CH:6]([C:7](=[O:8])[N:9]1[CH2:10][C:11]([CH3:23])([CH3:24])[C:12]([OH:15])([c:16]2[cH:17][cH:18][c:19]([Cl:22])[cH:20][cH:21]2)[CH2:13][CH2:14]1)[CH:25]([CH3:26])[CH3:27].[K+:32].[K+:33].[OH:34][c:35]1[c:36]([C:37](=[O:38])[O:39][CH3:40])[cH:41][cH:42][cH:43][cH:44]1>>[CH2:2]([C:3](=[O:4])[NH:5][CH:6]([C:7](=[O:8])[N:9]1[CH2:10][C:11]([CH3:23])([CH3:24])[C:12]([OH:15])([c:16]2[cH:17][cH:18][c:19]([Cl:22])[cH:20][cH:21]2)[CH2:13][CH2:14]1)[CH:25]([CH3:26])[CH3:27])[O:34][c:35]1[c:36]([C:37](=[O:38])[O:39][CH3:40])[cH:41][cH:42][cH:43][cH:44]1. The reactants are C1CCOC1, CN(C)Cc1c[nH]c([N+](=O)[O-])n1, CO, CO, COc1cc(OC)c(Cl)c(-c2ccc(C(=O)O)c3ncccc23)c1F. Yields the product COc1cc(OC)c(Cl)c(-c2ccc(C(=O)Nc3nc(CN(C)C)c[nH]3)c3ncccc23)c1F. RXN SMILES: [CH2:40]1[O:41][CH2:42][CH2:43][CH2:44]1.[CH3:26][N:27]([CH2:28][c:29]1[n:30][c:31]([N+:34]([O-:35])=[O:36])[nH:32][cH:33]1)[CH3:37].[CH3:38][OH:39].[CH3:45][OH:46].[Cl:1][c:2]1[c:3](-[c:13]2[c:14]3[cH:15][cH:16][cH:17][n:18][c:19]3[c:20]([C:23](=[O:24])[OH:25])[cH:21][cH:22]2)[c:4]([F:12])[c:5]([O:10][CH3:11])[cH:6][c:7]1[O:8][CH3:9]>>[Cl:1][c:2]1[c:3](-[c:13]2[c:14]3[cH:15][cH:16][cH:17][n:18][c:19]3[c:20]([C:23](=[O:24])[NH:34][c:31]3[n:30][c:29]([CH2:28][N:27]([CH3:26])[CH3:37])[cH:33][nH:32]3)[cH:21][cH:22]2)[c:4]([F:12])[c:5]([O:10][CH3:11])[cH:6][c:7]1[O:8][CH3:9]. The reactants are C[C@@H]1CC[C@H](CC1)NC(C=CC1=CC(=C(C=C1)O)OC)=O (N-(trans-4-methylcyclohexyl)-4-hydroxy-3-methoxycinnamamide), C([O-])([O-])=O.[K+].[K+] (potassium carbonate), BrCCCCCC(=O)OCC (ethyl 6-bromohexanoate). The solvent is CC(=O)CC(C)C (methylisobutylketone). The product is C[C@@H]1CC[C@H](CC1)NC(C=CC1=CC(=C(C=C1)OCCCCCC(=O)OCC)OC)=O (N-(trans-4-methylcyclohexyl)-4-[5-(ethyoxycarbonyl)pentyloxy]-3-methoxycinnamamide). As a reaction SMILES: [CH3:1][C@H:2]1[CH2:7][CH2:6][C@H:5]([NH:8][C:9](=[O:21])[CH:10]=[CH:11][C:12]2[CH:17]=[CH:16][C:15]([OH:18])=[C:14]([O:19][CH3:20])[CH:13]=2)[CH2:4][CH2:3]1.C(=O)([O-])[O-].[K+].[K+].Br[CH2:29][CH2:30][CH2:31][CH2:32][CH2:33][C:34]([O:36][CH2:37][CH3:38])=[O:35]>CC(CC(C)C)=O>[CH3:1][C@H:2]1[CH2:3][CH2:4][C@H:5]([NH:8][C:9](=[O:21])[CH:10]=[CH:11][C:12]2[CH:17]=[CH:16][C:15]([O:18][CH2:29][CH2:30][CH2:31][CH2:32][CH2:33][C:34]([O:36][CH2:37][CH3:38])=[O:35])=[C:14]([O:19][CH3:20])[CH:13]=2)[CH2:6][CH2:7]1 |f:1.2.3|. Reported procedure: Using 2 g of N-(trans-4-methylcyclohexyl)-4-hydroxy-3-methoxycinnamamide (Example 131), 1.4 g of potassium carbonate, 4 ml of ethyl 6-bromohexanoate, and 50 ml of methylisobutylketone, a reaction similar to that conducted in Example 171 was carried out. As a result, 2.89 g of N-(trans-4-methylcyclohexyl)-4-[5-(ethyoxycarbonyl)pentyloxy]-3-methoxycinnamamide (a compound of the present invention) was obtained as white crystal, which had the following physiochemical properties: The reactants are O (water), C1(=CC=CC=C1)C=1N=CC(=NC1C1=CC=CC=C1)N(C)C1CCC2=C(C=CC=C12)OCOC (1-[N-(5,6-diphenylpyrazin-2-yl)-N-methylamino]-4-(methoxymethoxy)indane), C(O)([O-])=O.[Na+] (sodium hydrogen carbonate). Solvent: C(C)(=O)OCC.Cl (hydrogen chloride-ethyl acetate). Reaction conditions: time 3 hour. The product is C1(=CC=CC=C1)C=1N=CC(=NC1C1=CC=CC=C1)N(C)C1CCC2=C(C=CC=C12)O (1-[N-(5,6-diphenylpyrazin-2-yl)-N-methylamino]-4-hydroxyindane). Isolated yield 84.4%. RXN SMILES: [C:1]1([C:7]2[N:8]=[CH:9][C:10]([N:19]([CH:21]3[C:29]4[C:24](=[C:25]([O:30]COC)[CH:26]=[CH:27][CH:28]=4)[CH2:23][CH2:22]3)[CH3:20])=[N:11][C:12]=2[C:13]2[CH:18]=[CH:17][CH:16]=[CH:15][CH:14]=2)[CH:6]=[CH:5][CH:4]=[CH:3][CH:2]=1.O.C(=O)([O-])O.[Na+]>C(OCC)(=O)C.Cl>[C:1]1([C:7]2[N:8]=[CH:9][C:10]([N:19]([CH:21]3[C:29]4[C:24](=[C:25]([OH:30])[CH:26]=[CH:27][CH:28]=4)[CH2:23][CH2:22]3)[CH3:20])=[N:11][C:12]=2[C:13]2[CH:18]=[CH:17][CH:16]=[CH:15][CH:14]=2)[CH:6]=[CH:5][CH:4]=[CH:3][CH:2]=1 |f:2.3,4.5|. Procedure details: 220 mg of 1-[N-(5,6-diphenylpyrazin-2-yl)-N-methylamino]-4-(methoxymethoxy)indane was dissolved in 2 ml of a 25% hydrogen chloride-ethyl acetate solution, followed by stirring at room temperature for 3 hours. After adding water, the reaction solution was neutralized with an aqueous saturated sodium hydrogen carbonate solution and then extracted with ethyl acetate. After drying over anhydrous magnesium sulfate, the solvent was evaporated under reduced pressure. The residue was purified by silica ...